This data is from the Open Reaction Database (ORD), a public repository of structured organic reaction records. The task is: describe an organic reaction: reactants, conditions, products, and yield Procedure details: Using the same method as in Example 15-(i), 3-bromobenzylamine was reacted with the (2-([4-chloro-2-(methoxycarbonyl)phenyl]amino)-2-oxoethoxy)acetic acid obtained in Example 1-(i) to give 2-[((2-[(3-bromobenzyl)amino]-2-oxoethoxy)acetyl)amino]-5-chlorobenzoic acid.methyl ester (yield: 78%). RXN SMILES: [Br:1][C:2]1[CH:3]=[C:4]([CH:7]=[CH:8][CH:9]=1)[CH2:5][NH2:6].[Cl:10][C:11]1[CH:16]=[CH:15][C:14]([NH:17][C:18](=[O:25])[CH2:19][O:20][CH2:21][C:22](O)=[O:23])=[C:13]([C:26]([O:28]C)=[O:27])[CH:12]=1>>[Br:1][C:2]1[CH:3]=[C:4]([CH:7]=[CH:8][CH:9]=1)[CH2:5][NH:6][C:22](=[O:23])[CH2:21][O:20][CH2:19][C:18]([NH:17][C:14]1[CH:15]=[CH:16][C:11]([Cl:10])=[CH:12][C:13]=1[C:26]([OH:28])=[O:27])=[O:25]. The reactants are BrC=1C=C(CN)C=CC1 (3-bromobenzylamine), ClC1=CC(=C(C=C1)NC(COCC(=O)O)=O)C(=O)OC ((2-([4-chloro-2-(methoxycarbonyl)phenyl]amino)-2-oxoethoxy)acetic acid). The product is BrC=1C=C(CNC(COCC(=O)NC2=C(C(=O)O)C=C(C=C2)Cl)=O)C=CC1 (2-[((2-[(3-bromobenzyl)amino]-2-oxoethoxy)acetyl)amino]-5-chlorobenzoic acid). Reactants: C(C)OC(=O)C=1SC(=C(C1C1=CC=C(C=C1)C=1SC=CC1N)C#N)CC (3-[4-(3-amino-thiophen-2-yl)-phenyl]-4-cyano-5-ethyl-thiophene-2-carboxylic acid ethyl ester), C=O (paraformaldehyde), C(#N)[BH3-].[Na+] (sodium cyanoborohydride), C(C)(=O)O (acetic acid), C(C)#N (acetonitrile). The solvent is O (water). Yields the product C(C)OC(=O)C=1SC(=C(C1C1=CC=C(C=C1)C=1SC=CC1N(C)C)C#N)CC (4-Cyano-3-[4-(3-dimethylamino-thiophen-2-yl)-phenyl]-5-ethyl-thiophene-2-carboxylic acid ethyl ester). The yield is 61.0%. As a reaction SMILES: [CH2:1]([O:3][C:4]([C:6]1[S:7][C:8]([CH2:25][CH3:26])=[C:9](C#N)[C:10]=1[C:11]1[CH:16]=[CH:15][C:14]([C:17]2[S:18][CH:19]=[CH:20][C:21]=2N)=[CH:13][CH:12]=1)=[O:5])[CH3:2].[CH2:27]=O.[C:29]([BH3-])#[N:30].[Na+].C(O)(=O)C.[C:37](#[N:39])C>O>[CH2:1]([O:3][C:4]([C:6]1[S:7][C:8]([CH2:25][CH3:26])=[C:9]([C:29]#[N:30])[C:10]=1[C:11]1[CH:16]=[CH:15][C:14]([C:17]2[S:18][CH:19]=[CH:20][C:21]=2[N:39]([CH3:37])[CH3:27])=[CH:13][CH:12]=1)=[O:5])[CH3:2] |f:2.3|. Reported procedure: Prepare with procedure described in literature Sznaidman M. L.; Meade E. A.; Beauchamp, L. M.; Russell, R.; Tisdale, M., Bioorg. Med. Chem. Lett., 1996, 6, 5, 565-568. Stir at room temperature under nitrogen a mixture of 3-[4-(3-amino-thiophen-2-yl)-phenyl]-4-cyano-5-ethyl-thiophene-2-carboxylic acid ethyl ester (0.05 g, 0.131 mmol), paraformaldehyde (0.041 g, 1.31 mmol), sodium cyanoborohydride (0.026 g, 0.393 mmol) and acetic acid (0.02 mL, 0.262 mmol) in dry acetonitrile (1 mL). After 3 h add... Starting materials: COc1cc(C(O)CCCc2ccccc2)ccc1OCc1ccccc1, ClCCl. The product is COc1cc(C(=O)CCCc2ccccc2)ccc1OCc1ccccc1. As a reaction SMILES: [CH2:1]([c:2]1[cH:3][cH:4][cH:5][cH:6][cH:7]1)[O:8][c:9]1[c:10]([O:26][CH3:27])[cH:11][c:12]([CH:13]([CH2:14][CH2:15][CH2:16][c:17]2[cH:18][cH:19][cH:20][cH:21][cH:22]2)[OH:23])[cH:24][cH:25]1.[CH2:28]([Cl:29])[Cl:30]>>[CH2:1]([c:2]1[cH:3][cH:4][cH:5][cH:6][cH:7]1)[O:8][c:9]1[c:10]([O:26][CH3:27])[cH:11][c:12]([C:13]([CH2:14][CH2:15][CH2:16][c:17]2[cH:18][cH:19][cH:20][cH:21][cH:22]2)=[O:23])[cH:24][cH:25]1. The reactants are FC(C(=O)O)(F)F (trifluoroacetic acid), C(C)(C)(C)OC(=O)N=C(NCCCCCCC(NC(C(NCCCCNCCC(OCC)OCC)=O)O[Si](C)(C)C(C)(C)C)=O)NC(=O)OC(C)(C)C (19-[2,3-bis(t-butoxycarbonyl)guanidino]-11-t-butyldimethylsilyloxy-1,1-diethoxy-4,9,12-triazanonadecane-10,13-dione), C(Cl)Cl (methylene chloride), Sephadex. Run at time 2.5 hour. Product: Cl.Cl.O.N(C(=N)N)CCCCCCC(NC(C(NCCCCNCCC=O)=O)O)=O (19-Guanidino-11-hydroxy-4,9,12-triazanonadecane-1,10,13-trione hydrate dihydrochloride). The yield is 12.9%. As a reaction SMILES: C([O:5]C([N:8]=[C:9]([NH:46]C(OC(C)(C)C)=O)[NH:10][CH2:11][CH2:12][CH2:13][CH2:14][CH2:15][CH2:16][C:17](=[O:45])[NH:18][CH:19]([O:37][Si](C(C)(C)C)(C)C)[C:20](=[O:36])[NH:21][CH2:22][CH2:23][CH2:24][CH2:25][NH:26][CH2:27][CH2:28][CH:29](OCC)[O:30]CC)=O)(C)(C)C.FC(F)(F)C(O)=O.C(Cl)[Cl:62]>>[ClH:62].[ClH:62].[OH2:5].[NH:10]([CH2:11][CH2:12][CH2:13][CH2:14][CH2:15][CH2:16][C:17](=[O:45])[NH:18][CH:19]([OH:37])[C:20](=[O:36])[NH:21][CH2:22][CH2:23][CH2:24][CH2:25][NH:26][CH2:27][CH2:28][CH:29]=[O:30])[C:9]([NH2:46])=[NH:8] |f:3.4.5.6|. Procedure: 1.32 g (1.70 mmol) of 19-[2,3-bis(t-butoxycarbonyl)guanidino]-11-t-butyldimethylsilyloxy-1,1-diethoxy-4,9,12-triazanonadecane-10,13-dione was dissolved in 1 ml of methylene chloride and 5 ml of trifluoroacetic acid was added dropwise thereto under ice-cooling. After reacting at room temperature for 2.5 hours, the solvent was distilled off under reduced pressure. The residue was dissolved in 100 ml of distilled water and the pH value of the obtained solution was adjusted to 4.5 with 1N NaOH. The ... The reactants are COC(C=C(C)C1=CC2=C(SC=C2C2=C(C(=CC(=C2)C(C)C)C(C)C)OCOC)C=C1)=O (3-[3-(3,5-Di-iso-propyl-2-methoxymethoxyphenyl)-benzo[b]thien-5-yl]-but-2-enoic acid methyl ester), Cl (HCl). Solvent: CO (MeOH), [OH-].[Na+] (NaOH). The product is OC1=C(C=C(C=C1C(C)C)C(C)C)C=1C2=C(SC1)C=CC(=C2)C(=CC(=O)O)C (3-[3-(2-hydroxy-3,5-diisopropyl-phenyl)-benzo[b]thien-5-yl]-but-2-enoic acid). Reaction conditions: temperature 60 celsius, time 2 hour. Procedure: 3-[3-(3,5-Di-iso-propyl-2-methoxymethoxyphenyl)-benzo[b]thien-5-yl]-but-2-enoic acid methyl ester (15 mg, 0.033 mmol) (see Example 55, step F) was dissolved in MeOH (2 ml) and 1N NaOH (2 ml). The mixture was then stirred at 60° C. for 2 h, then cooled to ambient temperature and brought to pH 2 with 1N HCl . The reaction mixture was allowed to stir for 1 h, it was extracted with ethyl acetate (3×5 mL) and the organic layers were dried over MgSO4 and concentrated in vacuo. The residue was purified... Reaction SMILES: C[O:2][C:3](=[O:32])[CH:4]=[C:5]([C:7]1[CH:31]=[CH:30][C:10]2[S:11][CH:12]=[C:13]([C:14]3[CH:19]=[C:18]([CH:20]([CH3:22])[CH3:21])[CH:17]=[C:16]([CH:23]([CH3:25])[CH3:24])[C:15]=3[O:26]COC)[C:9]=2[CH:8]=1)[CH3:6].Cl>CO.[OH-].[Na+]>[OH:26][C:15]1[C:16]([CH:23]([CH3:24])[CH3:25])=[CH:17][C:18]([CH:20]([CH3:22])[CH3:21])=[CH:19][C:14]=1[C:13]1[C:9]2[CH:8]=[C:7]([C:5]([CH3:6])=[CH:4][C:3]([OH:32])=[O:2])[CH:31]=[CH:30][C:10]=2[S:11][CH:12]=1 |f:3.4|. Yield: 89.9%. Starting materials: FC(C(C(=O)O)(C)C)F (3,3-difluoro-2,2-dimethylpropanoic acid), TEA, C=1C=CC(=CC1)P(=O)(C=2C=CC=CC2)N=[N+]=[N-] (DPPA), ClC=1C=C(C=CC1F)C1=NN2C(CNCC2)=C1C(=O)N (2-(3-Chloro-4-fluorophenyl)-4,5,6,7-tetrahydropyrazolo[1,5-a]pyrazine-3-carboxamide), C1CCOC1 (THF). Solvent: C1(=CC=CC=C1)C (toluene), C(C)(=O)OCC (ethyl acetate). Run at temperature 70 celsius, time 2 hour. Yields the product ClC=1C=C(C=CC1F)C1=NN2C(CN(CC2)C(=O)NC(C(F)F)(C)C)=C1C(=O)N (2-(3-Chloro-4-fluorophenyl)-N5-(1,1-difluoro-2-methylpropan-2-yl)-6,7-dihydropyrazolo[1,5-a]pyrazine-3,5(4H)-dicarboxamide). The yield is 84.0%. RXN SMILES: [F:1][CH:2]([F:9])[C:3]([CH3:8])([CH3:7])C(O)=O.C1C=CC(P([N:24]=[N+]=[N-])(C2C=CC=CC=2)=O)=CC=1.[Cl:27][C:28]1[CH:29]=[C:30]([C:35]2[C:43]([C:44]([NH2:46])=[O:45])=[C:38]3[CH2:39][NH:40][CH2:41][CH2:42][N:37]3[N:36]=2)[CH:31]=[CH:32][C:33]=1[F:34].C1[CH2:51][O:50]CC1>C1(C)C=CC=CC=1.C(OCC)(=O)C>[Cl:27][C:28]1[CH:29]=[C:30]([C:35]2[C:43]([C:44]([NH2:46])=[O:45])=[C:38]3[CH2:39][N:40]([C:51]([NH:24][C:3]([CH3:7])([CH3:8])[CH:2]([F:1])[F:9])=[O:50])[CH2:41][CH2:42][N:37]3[N:36]=2)[CH:31]=[CH:32][C:33]=1[F:34]. Procedure: A stirred solution of 3,3-difluoro-2,2-dimethylpropanoic acid (28.1 mg, 0.204 mmol) in toluene (2 mL) at RT was added TEA (0.043 mL, 0.305 mmol) and DPPA (0.047 mL, 0.204 mmol) and the solution was stirred at 70° C. for 2 h. The reaction mixture was cooled to RT, to which was added Intermediate 185B (30 mg, 0.102 mmol) in THF (1 mL) and stirred for 12 h. The reaction mass was diluted with ethyl acetate (5 mL), the organic layer was separated, washed with 10% aqueous NaHCO3, water, brine, dried o... Product: BrC=1C=CC(=C(C[C@@H]2CNCCO2)C1)OC(F)F ((R)-2-(5-Bromo-2-difluoromethoxy-benzyl)-morpholine), fumarate salt. Reaction SMILES: C([N:8]1[CH2:13][CH2:12][O:11][C@H:10]([CH2:14][C:15]2[CH:20]=[C:19]([Br:21])[CH:18]=[CH:17][C:16]=2[O:22][CH:23]([F:25])[F:24])[CH2:9]1)(OC(C)(C)C)=O.Cl.C(O)(=O)/C=C/C(O)=O>CC(O)C.C(OCC)C>[Br:21][C:19]1[CH:18]=[CH:17][C:16]([O:22][CH:23]([F:25])[F:24])=[C:15]([CH:20]=1)[CH2:14][C@H:10]1[O:11][CH2:12][CH2:13][NH:8][CH2:9]1 |f:3.4|. Procedure details: N-Boc-(R)-2-(5-bromo-2-difluoromethoxy-benzyl)-morpholine, was deprotected using hydrogen chloride (4M, in methanol) and isolated using SCX-2 columns as described for example 4 followed by treatment with fumaric acid in IPA-diethyl ether afforded the morpholine example 61 as the fumarate salt as a white solid (108 mg, 30%). Solvent: CC(C)O.C(C)OCC (IPA diethyl ether). Yield: 30.0%. Reactants: C(\C=C\C(=O)O)(=O)O (fumaric acid), C(=O)(OC(C)(C)C)N1C[C@H](OCC1)CC1=C(C=CC(=C1)Br)OC(F)F (N-Boc-(R)-2-(5-bromo-2-difluoromethoxy-benzyl)-morpholine), Cl (hydrogen chloride). The reactants are ClC1=CC=C(C=C1)C=[N+]([O-])CCN1CCOCC1 (α-(p-chlorophenyl)-N-(2-morpholinoethyl)-nitrone), [OH-].[Na+] (sodium hydroxide), C(C)(=O)OC(C)=O (acetic anhydride), ice water. The solvent is C(C)(=O)O (acetic acid). The product is ClC1=CC=C(C(=O)NCCN2CCOCC2)C=C1 (p-chloro-N-(2-morpholinoethyl)-benzamide). As a reaction SMILES: [Cl:1][C:2]1[CH:7]=[CH:6][C:5]([CH:8]=[N+:9]([CH2:11][CH2:12][N:13]2[CH2:18][CH2:17][O:16][CH2:15][CH2:14]2)[O-])=[CH:4][CH:3]=1.C(OC(=O)C)(=[O:21])C.[OH-].[Na+]>C(O)(=O)C>[Cl:1][C:2]1[CH:7]=[CH:6][C:5]([C:8]([NH:9][CH2:11][CH2:12][N:13]2[CH2:18][CH2:17][O:16][CH2:15][CH2:14]2)=[O:21])=[CH:4][CH:3]=1 |f:2.3|. Procedure details: 4.0 G. of α-(p-chlorophenyl)-N-(2-morpholinoethyl)-nitrone are heated to 90° C. in 15 ml. of glacial acetic acid and 15 ml. of acetic anhydride for 24 hours. The mixture is then cooled to room temperature, poured into 200 ml. of ice-water and rendered basic with 20% sodium hydroxide solution. Thereafter, the mixture is extracted twice with 100 ml. of methylene chloride each time. The methylene chloride extract is washed with water, dried over sodium sulfate and evaporated. The residue is chromat... Reactants: CN(C)C=O (DMF), OCCOC1=C(C(=NC(=N1)C1=CC=NC=C1)NS(NC1=CC=C(C=C1)C(C)C)(=O)=O)OC1=C(C=CC=C1)OC (4-i-propyl-phenyl sulfamic acid-[6-(2-hydroxy-ethoxy)-5-(o-methoxyphenoxy)-2-(4-pyridyl)-pyrimidin-4-yl]-amide), ClC1=NC=CC=N1 (2-Chloro-pyrimidine), [H-].[Na+] (sodium hydride). Run in C1CCOC1 (THF). Reaction conditions: temperature 60 celsius, time 10 minute. Yields the product N1=C(N=CC=C1)OCCOC1=C(C(=NC(=N1)C1=CC=NC=C1)NS(NC1=CC=C(C=C1)C(C)C)(=O)=O)OC1=C(C=CC=C1)OC (4-i-propyl-phenyl sulfamic acid-[6-[2-(pyrimidin-2-yloxy)-ethoxy]-5-(o-methoxyphenoxy)-2-(4-pyridyl)-pyrimidin-4-yl]-amide). Yield: 73.0%. RXN SMILES: [OH:1][CH2:2][CH2:3][O:4][C:5]1[N:10]=[C:9]([C:11]2[CH:16]=[CH:15][N:14]=[CH:13][CH:12]=2)[N:8]=[C:7]([NH:17][S:18](=[O:30])(=[O:29])[NH:19][C:20]2[CH:25]=[CH:24][C:23]([CH:26]([CH3:28])[CH3:27])=[CH:22][CH:21]=2)[C:6]=1[O:31][C:32]1[CH:37]=[CH:36][CH:35]=[CH:34][C:33]=1[O:38][CH3:39].[H-].[Na+].Cl[C:43]1[N:48]=[CH:47][CH:46]=[CH:45][N:44]=1.CN(C=O)C>C1COCC1>[N:44]1[CH:45]=[CH:46][CH:47]=[N:48][C:43]=1[O:1][CH2:2][CH2:3][O:4][C:5]1[N:10]=[C:9]([C:11]2[CH:16]=[CH:15][N:14]=[CH:13][CH:12]=2)[N:8]=[C:7]([NH:17][S:18](=[O:30])(=[O:29])[NH:19][C:20]2[CH:21]=[CH:22][C:23]([CH:26]([CH3:28])[CH3:27])=[CH:24][CH:25]=2)[C:6]=1[O:31][C:32]1[CH:37]=[CH:36][CH:35]=[CH:34][C:33]=1[O:38][CH3:39] |f:1.2|. Procedure: 4-i-Propyl-phenyl sulfamic acid-[6-(2-hydroxy-ethoxy)-5-(o-methoxyphenoxy)-2-(4-pyridyl)-pyrimidin-4-yl]-amide (60 mg, Example 3) was dissolved in THF (8 ml) and sodium hydride (14 mg, 60% dispersion in mineral oil) was added and stirring continued for 10 min. 2-Chloro-pyrimidine (22 mg) was added and the mixture was heated to 60° C. for 90 min. DMF (0.5 ml) was added and the solution was stirred at r.t. for 48 h. The solvents were evaporated, water (12 ml) and a 10/solution of citric acid was a...